Dataset: the Open Reaction Database (ORD), a public repository of structured organic reaction records. Task: describe an organic reaction: reactants, conditions, products, and yield Starting materials: C1CCOC1, O=C(Cl)Oc1ccccc1, Cc1nc(N)sc1-c1cnc(Cl)c(NS(C)(=O)=O)c1, CN(C)C=O, c1ccncc1. Yields the product Cc1nc(NC(=O)Oc2ccccc2)sc1-c1cnc(Cl)c(NS(C)(=O)=O)c1. As a reaction SMILES: [CH2:36]1[O:37][CH2:38][CH2:39][CH2:40]1.[Cl:26][C:27](=[O:28])[O:29][c:30]1[cH:31][cH:32][cH:33][cH:34][cH:35]1.[NH2:1][c:2]1[s:3][c:4](-[c:8]2[cH:9][c:10]([NH:15][S:16](=[O:17])(=[O:18])[CH3:19])[c:11]([Cl:14])[n:12][cH:13]2)[c:5]([CH3:7])[n:6]1.[O:41]=[CH:42][N:43]([CH3:44])[CH3:45].[cH:20]1[cH:21][cH:22][n:23][cH:24][cH:25]1>>[NH:1]([c:2]1[s:3][c:4](-[c:8]2[cH:9][c:10]([NH:15][S:16](=[O:17])(=[O:18])[CH3:19])[c:11]([Cl:14])[n:12][cH:13]2)[c:5]([CH3:7])[n:6]1)[C:27](=[O:28])[O:29][c:30]1[cH:31][cH:32][cH:33][cH:34][cH:35]1. Starting materials: COC(=O)c1c(C)cccc1CBr, CCCC[Sn](=O)CCCC, Cc1ccccc1, CCOC(C)=O, OC1CCCC(O)C1, [Cs+], [F-], CN(C)C=O, O. Yields the product COC(=O)c1c(C)cccc1COC1CCCC(O)C1. Reaction SMILES: [Br:19][CH2:20][c:21]1[c:22]([C:23](=[O:24])[O:25][CH3:26])[c:27]([CH3:31])[cH:28][cH:29][cH:30]1.[CH2:9]([Sn:10](=[O:11])[CH2:12][CH2:13][CH2:14][CH3:15])[CH2:16][CH2:17][CH3:18].[CH3:34][c:35]1[cH:36][cH:37][cH:38][cH:39][cH:40]1.[CH3:41][CH2:42][O:43][C:44](=[O:45])[CH3:46].[CH:1]1([OH:8])[CH2:2][CH:3]([OH:7])[CH2:4][CH2:5][CH2:6]1.[Cs+:33].[F-:32].[O:47]=[CH:48][N:49]([CH3:50])[CH3:51].[OH2:52]>>[CH:1]1([O:8][CH2:20][c:21]2[c:22]([C:23](=[O:24])[O:25][CH3:26])[c:27]([CH3:31])[cH:28][cH:29][cH:30]2)[CH2:2][CH:3]([OH:7])[CH2:4][CH2:5][CH2:6]1.